From a dataset of the Open Reaction Database (ORD), a public repository of structured organic reaction records. describe an organic reaction: reactants, conditions, products, and yield Starting materials: NC(CC(C(=O)OCC)C)C1=C(C=CC=C1OC)OC (ethyl 4-amino-4-(2,6-dimethoxyphenyl)-2-methylbutanoate), CC=1SC2=C(N1)C=CC(=C2)C=O (2-methylbenzo[d]thiazole-6-carbaldehyde). The product is COC1=C(C(=CC=C1)OC)C1CC(C(N1CC1=CC2=C(N=C(S2)C)C=C1)=O)C (5-(2,6-dimethoxyphenyl)-3-methyl-1-((2-methylbenzo[d]thiazol-6-yl)methyl)pyrrolidin-2-one). As a reaction SMILES: [NH2:1][CH:2]([C:11]1[C:16]([O:17][CH3:18])=[CH:15][CH:14]=[CH:13][C:12]=1[O:19][CH3:20])[CH2:3][CH:4]([CH3:10])[C:5]([O:7]CC)=O.[CH3:21][C:22]1[S:23][C:24]2[CH:30]=[C:29]([CH:31]=O)[CH:28]=[CH:27][C:25]=2[N:26]=1>>[CH3:18][O:17][C:16]1[CH:15]=[CH:14][CH:13]=[C:12]([O:19][CH3:20])[C:11]=1[CH:2]1[N:1]([CH2:31][C:29]2[CH:28]=[CH:27][C:25]3[N:26]=[C:22]([CH3:21])[S:23][C:24]=3[CH:30]=2)[C:5](=[O:7])[CH:4]([CH3:10])[CH2:3]1. Procedure details: Prepared according to the described general procedure 2 (GP2) by reaction of ethyl 4-amino-4-(2,6-dimethoxyphenyl)-2-methylbutanoate with 2-methylbenzo[d]thiazole-6-carbaldehyde. Subsequent purification by preparative HPLC afforded the target compound. LC-MS (conditions A): tR=0.78 min.; [M+H]+: 397.02 g/mol.